This data is from the Open Reaction Database (ORD), a public repository of structured organic reaction records. The task is: describe an organic reaction: reactants, conditions, products, and yield The reactants are [H-].[Na+] (sodium hydride), BrCC1CC1 (bromomethylcyclopropane), C(C)OC([C@@H](NC(=O)OC(C)(C)C)CS)=O (N-Boc-L-cysteine ethyl ester). Solvent: CN(C=O)C (dimethylformamide), CN(C=O)C (dimethylformamide), CN(C=O)C (dimethylformamide). Conditions: time 30 minute. Product: C1(CC1)CSCC(C(=O)OCC)NC(OC(C)(C)C)=O (tert-butyl rac-[2-[(cyclopropylmethyl)thio]-1-(ethoxycarbonyl)ethyl]carbamate). The yield is 46.9%. Reaction SMILES: [CH2:1]([O:3][C:4](=[O:16])[C@H:5]([CH2:14][SH:15])[NH:6][C:7]([O:9][C:10]([CH3:13])([CH3:12])[CH3:11])=[O:8])[CH3:2].[H-].[Na+].Br[CH2:20][CH:21]1[CH2:23][CH2:22]1>CN(C)C=O>[CH:21]1([CH2:20][S:15][CH2:14][CH:5]([NH:6][C:7](=[O:8])[O:9][C:10]([CH3:12])([CH3:11])[CH3:13])[C:4]([O:3][CH2:1][CH3:2])=[O:16])[CH2:23][CH2:22]1 |f:1.2|. Procedure: 14.7 g (59 mmol) of N-Boc-L-cysteine ethyl ester dissolved in 300 ml of dimethylformamide are added dropwise at 0° to a suspension of 2.49 g (64.8 mmol) of sodium hydride (60% in oil) in 200 ml of dimethylformamide and the mixture is stirred at 0° for 30 minutes. Subsequently, 8.37 g (62 mmol) of bromomethylcyclopropane in 30 ml of dimethylformamide are added dropwise thereto. The solution is stirred at room temperature overnight. The dimethylformamide is evaporated under reduced pressure, the r... The reactants are CCOC(=O)N1CCN(Cc2ccccc2)CC1C, CO, [H][H]. Yields the product CCOC(=O)N1CCNCC1C. Reaction SMILES: [CH3:1][CH:2]1[N:3]([C:15](=[O:16])[O:17][CH2:18][CH3:19])[CH2:4][CH2:5][N:6]([CH2:8][c:9]2[cH:10][cH:11][cH:12][cH:13][cH:14]2)[CH2:7]1.[CH3:22][OH:23].[H:20][H:21]>>[CH3:1][CH:2]1[N:3]([C:15](=[O:16])[O:17][CH2:18][CH3:19])[CH2:4][CH2:5][NH:6][CH2:7]1. Starting materials: OS(=O)(=O)O (H2SO4), C=O (paraformaldehyde), CC1=C2[C@H]([C@](C=C2C(=O)[C@](C13CC3)(C)O)(C)CO)O (illudin S). Solvent: CC(=O)C (acetone). Run at time 72 hour. Yields the product 14, CC1=C(C2=C(C3(CC3)[C@@](C(=O)C2=C1)(C)O)C)CO (HMAF). The yield is 24.2%. RXN SMILES: OS(O)(=O)=O.[CH2:6]=[O:7].[CH3:8][C:9]1[C:18]2([CH2:20][CH2:19]2)[C@:17]([OH:22])([CH3:21])[C:15](=[O:16])[C:14]2[C:10]=1[C@@H:11](O)[C@@:12](CO)([CH3:23])[CH:13]=2>CC(C)=O>[CH3:23][C:12]1[CH:13]=[C:14]2[C:10](=[C:9]([CH3:8])[C:18]3([C@:17]([OH:22])([CH3:21])[C:15]2=[O:16])[CH2:20][CH2:19]3)[C:11]=1[CH2:6][OH:7]. Procedure details: To a solution of 250 ml of 1M H2SO4 and 200 ml acetone was added 40 g paraformaldehyde (MW 30, 1.33 mol). The solution was heated to clear and was then allowed to cool to room temperature. 1 g illudin S (MW 264, 3.79 mmol) was added to the above solution. The mixture was stirred at room temperature for 72 h and was partitioned between ethyl acetate and water. The organic extracts were washed by saturated NaHCO3 and saline respectively to neutral. After being dried by MgSO4, the solution was conc... The reactants are FC=1C=C(C=CC1F)C=1C(=NC=C(C(=O)O)C1)OCC(F)(F)F (5-(3,4-difluorophenyl)-6-(2,2,2-trifluoroethoxy)nicotinic acid), COC1=NOC(=C1)CN (3-methoxy-5-isoxazolemethanamine). Yields the product FC=1C=C(C=CC1F)C=1C(=NC=C(C(=O)NCC2=CC(=NO2)OC)C1)OCC(F)(F)F (5-(3,4-difluorophenyl)-N-((3-methoxyisoxazol-5-yl)methyl)-6-(2,2,2-trifluoroethoxy)nicotinamide). Reaction SMILES: [F:1][C:2]1[CH:3]=[C:4]([C:9]2[C:10]([O:18][CH2:19][C:20]([F:23])([F:22])[F:21])=[N:11][CH:12]=[C:13]([CH:17]=2)[C:14]([OH:16])=O)[CH:5]=[CH:6][C:7]=1[F:8].[CH3:24][O:25][C:26]1[CH:30]=[C:29]([CH2:31][NH2:32])[O:28][N:27]=1>>[F:1][C:2]1[CH:3]=[C:4]([C:9]2[C:10]([O:18][CH2:19][C:20]([F:23])([F:22])[F:21])=[N:11][CH:12]=[C:13]([CH:17]=2)[C:14]([NH:32][CH2:31][C:29]2[O:28][N:27]=[C:26]([O:25][CH3:24])[CH:30]=2)=[O:16])[CH:5]=[CH:6][C:7]=1[F:8]. Procedure: The title compound was synthesized in analogy to Example 1 using 5-(3,4-difluorophenyl)-6-(2,2,2-trifluoroethoxy)nicotinic acid (example BX) and 3-methoxy-5-isoxazolemethanamine (CAN 2763-94-2) as starting materials; LC-MS (UV peak area/ESI) 84%, 407.9815 (M+H)+. Reactants: O=C(O)C1c2ccccc2Oc2ccccc21, NCc1ccccc1. Reagents/catalysts: C1CCN(C1)C(=[N+]2CCCC2)F.F[P-](F)(F)(F)(F)F (BTFFH), CN1CCOCC1 (NMM). Solvent: CN(C)C=O (DMF), CN(C)C=O (DMF), CN(C)C=O (DMF), CN(C)C=O (DMF), CN(C)C=O (DMF), CN(C)C=O (DMF). Conditions: temperature 25 celsius, time 2 hour. The product is O=C(NCc1ccccc1)C1c2ccccc2Oc2ccccc21. The yield is 29.9%. RXN SMILES: NCc1ccccc1.O=C(O)C1c2ccccc2Oc2ccccc21.C1CCN(C1)C(=[N+]2CCCC2)F.F[P-](F)(F)(F)(F)F.CN1CCOCC1.CN(C)C=O>>O=C(NCc1ccccc1)C1c2ccccc2Oc2ccccc21.